This data is from the Open Reaction Database (ORD), a public repository of structured organic reaction records. The task is: describe an organic reaction: reactants, conditions, products, and yield The reactants are BrCC(=O)Br (2-bromoacetyl bromide), C(C)NCC (diethylamine), NC1=CC=C(C=C1)C (p-toluidine), ClC1=C(C=CC=C1)S(=O)(=O)Cl (2-chloro-benzenesulfonyl chloride). Product: ClC1=C(C=CC=C1)S(=O)(=O)N(CC(=O)N(CC)CC)C1=CC=C(C=C1)C (2-[(2-Chloro-benzenesulfonyl)-p-tolyl-amino]-N,N-diethyl-acetamide). As a reaction SMILES: Br[CH2:2][C:3](Br)=[O:4].[CH2:6]([NH:8][CH2:9][CH3:10])[CH3:7].[NH2:11][C:12]1[CH:17]=[CH:16][C:15]([CH3:18])=[CH:14][CH:13]=1.[Cl:19][C:20]1[CH:25]=[CH:24][CH:23]=[CH:22][C:21]=1[S:26](Cl)(=[O:28])=[O:27]>>[Cl:19][C:20]1[CH:25]=[CH:24][CH:23]=[CH:22][C:21]=1[S:26]([N:11]([C:12]1[CH:17]=[CH:16][C:15]([CH3:18])=[CH:14][CH:13]=1)[CH2:2][C:3]([N:8]([CH2:9][CH3:10])[CH2:6][CH3:7])=[O:4])(=[O:28])=[O:27]. Procedure details: prepared by reaction of 2-bromoacetyl bromide with diethylamine, p-toluidine and 2-chloro-benzenesulfonyl chloride